From a dataset of the Open Reaction Database (ORD), a public repository of structured organic reaction records. describe an organic reaction: reactants, conditions, products, and yield Starting materials: CC(C)(C)c1cc2nc(N)sc2cc1SC#N, CCO, O=P([O-])([O-])[O-], OC(CS)C(O)CS. The product is CC(C)(C)c1cc2nc(N)sc2cc1S. RXN SMILES: [C:1]([CH3:2])([CH3:3])([CH3:4])[c:5]1[c:6]([S:15][C:16]#[N:17])[cH:7][c:8]2[c:9]([n:10][c:11]([NH2:13])[s:12]2)[cH:14]1.[CH3:31][CH2:32][OH:33].[O-:26][P:27](=[O:28])([O-:29])[O-:30].[SH:18][CH2:19][CH:20]([CH:21]([CH2:22][SH:23])[OH:24])[OH:25]>>[C:1]([CH3:2])([CH3:3])([CH3:4])[c:5]1[c:6]([SH:15])[cH:7][c:8]2[c:9]([n:10][c:11]([NH2:13])[s:12]2)[cH:14]1. The reactants are Cl (hydrogen chloride), C(C)OC(/C=C/C=1N=CC(=NC1)N[C@H]1CN(CCC1)C(=O)OC(C)(C)C)=O (tert-butyl (3R)-3-({5-[(1E)-3-ethoxy-3-oxo-1-propen-1-yl]-2-pyrazinyl}amino)-1-piperidinecarboxylate). Run in C(C)(=O)OCC (ethyl acetate), O (water), O1CCOCC1 (1,4-dioxane), CO (MeOH). Conditions: time 3 hour. Yields the product Cl.Cl.N1C[C@@H](CCC1)NC=1N=CC(=NC1)/C=C/C(=O)OCC (ethyl (2E)-3-{5-[(3R)-3-piperidinylamino]-2-pyrazinyl}acrylate dihydrochloride). Reaction SMILES: [CH2:1]([O:3][C:4](=[O:27])/[CH:5]=[CH:6]/[C:7]1[N:8]=[CH:9][C:10]([NH:13][C@@H:14]2[CH2:19][CH2:18][CH2:17][N:16](C(OC(C)(C)C)=O)[CH2:15]2)=[N:11][CH:12]=1)[CH3:2].[ClH:28]>O1CCOCC1.CO.C(OCC)(=O)C.O>[ClH:28].[ClH:28].[NH:16]1[CH2:17][CH2:18][CH2:19][C@@H:14]([NH:13][C:10]2[N:11]=[CH:12][C:7](/[CH:6]=[CH:5]/[C:4]([O:3][CH2:1][CH3:2])=[O:27])=[N:8][CH:9]=2)[CH2:15]1 |f:6.7.8|. Reported procedure: To a solution of tert-butyl (3R)-3-({5-[(1E)-3-ethoxy-3-oxo-1-propen-1-yl]-2-pyrazinyl}amino)-1-piperidinecarboxylate (6.26 g) in a mixture of 1,4-dioxane (25 mL) and MeOH (5 mL) was added 4N hydrogen chloride solution in ethyl acetate (30 mL) in water bath. The mixture was stirred at same temperature for 3 hrs. After evaporation of solvent, the residue was triturated with isopropylether to give ethyl (2E)-3-{5-[(3R)-3-piperidinylamino]-2-pyrazinyl}acrylate dihydrochloride (5.8 g) as an amorphou... Starting materials: CN(C)c1ccncc1, COCCOCCn1cc(C(=O)NCc2ccc(Cl)cc2)c(=O)c2cc(CO)ccc21, Cl, CN(C)C=O, O, Cc1cc(C)nc(C)c1. Product: COCCOCCn1cc(C(=O)NCc2ccc(Cl)cc2)c(=O)c2cc(CCl)ccc21. Reaction SMILES: [CH3:48][N:49]([c:50]1[cH:51][cH:52][n:53][cH:54][cH:55]1)[CH3:56].[Cl:1][c:2]1[cH:3][cH:4][c:5]([CH2:6][NH:7][C:8](=[O:9])[c:10]2[cH:11][n:12]([CH2:23][CH2:24][O:25][CH2:26][CH2:27][O:28][CH3:29])[c:13]3[cH:14][cH:15][c:16]([CH2:21][OH:22])[cH:17][c:18]3[c:19]2=[O:20])[cH:30][cH:31]1.[ClH:42].[O:43]=[CH:44][N:45]([CH3:46])[CH3:47].[OH2:41].[n:32]1[c:33]([CH3:34])[cH:35][c:36]([CH3:37])[cH:38][c:39]1[CH3:40]>>[Cl:1][c:2]1[cH:3][cH:4][c:5]([CH2:6][NH:7][C:8](=[O:9])[c:10]2[cH:11][n:12]([CH2:23][CH2:24][O:25][CH2:26][CH2:27][O:28][CH3:29])[c:13]3[cH:14][cH:15][c:16]([CH2:21][Cl:42])[cH:17][c:18]3[c:19]2=[O:20])[cH:30][cH:31]1. Reactants: C(C)(C)(C)C=1C=C(C=C2C(NOC2)=O)C=C(C1O)C(C)(C)C (4-(3,5di-tert-butyl-4-hydroxybenzylidene)isoxazolidin-3-one), ClS(=O)(=O)N=C=O (chlorosulfonyl isocyanate), C(C)(=O)O.O (acetic acid water). Solvent: C(C)(=O)OCC (ethyl acetate), C1(=CC=CC=C1)C (toluene). Conditions: temperature 100 celsius. Product: C(N)(=O)N1OCC(C1=O)=CC1=CC(=C(C(=C1)C(C)(C)C)O)C(C)(C)C (2-Carbamoyl-4-(3,5-di-tert-butyl-4-hydroxybenzylidene)isoxazolidin-3-one). The yield is 52.0%. Reaction SMILES: [C:1]([C:5]1[CH:6]=[C:7]([CH:15]=[C:16]([C:19]([CH3:22])([CH3:21])[CH3:20])[C:17]=1[OH:18])[CH:8]=[C:9]1[CH2:13][O:12][NH:11][C:10]1=[O:14])([CH3:4])([CH3:3])[CH3:2].ClS([N:27]=[C:28]=[O:29])(=O)=O.C(O)(=O)C.O>C1(C)C=CC=CC=1.C(OCC)(=O)C>[C:28]([N:11]1[C:10](=[O:14])[C:9](=[CH:8][C:7]2[CH:15]=[C:16]([C:19]([CH3:22])([CH3:21])[CH3:20])[C:17]([OH:18])=[C:5]([C:1]([CH3:4])([CH3:3])[CH3:2])[CH:6]=2)[CH2:13][O:12]1)(=[O:29])[NH2:27] |f:2.3|. Procedure details: To a solution of 212 mg (0.7 mmol) of the thus obtained 4-(3,5di-tert-butyl-4-hydroxybenzylidene)isoxazolidin-3-one in toluene (6 ml) was added 67 μl (0.77 mmol) of chlorosulfonyl isocyanate while being stirred with heating at 100° C. and allowed to react for 10 minutes. The reaction mixture was evaporated to give a residue, which was added with 4 ml of a acetic acid/water (2/1) mixture and stirred with heating at 100° C. for 10 minutes. The reaction mixture was evaporated to give a residue, whi... Reactants: C(C)C1(OC(=CC1=O)C1=CC=C(C=C1)S(=O)(=O)C)C (2-ethyl-2-methyl-5-{4-(methylsulfonyl)phenyl}-3(2H)-furanone), FC(C(=O)OI(OC(C(F)(F)F)=O)C1=CC=CC=C1)(F)F ([bis(trifluoroacetoxy)iodo]benzene), II (iodine). Solvent: C(Cl)(Cl)(Cl)Cl (carbon tetrachloride), C(Cl)(Cl)Cl (chloroform). Reaction conditions: time 4 hour. Product: C(C)C1(OC(=C(C1=O)I)C1=CC=C(C=C1)S(=O)(=O)C)C (2-ethyl-4-iodo-2-methyl-5-{4-(methylsulfonyl)phenyl}-3(2H)-furanone). Yield: 135.0%. RXN SMILES: [CH2:1]([C:3]1([CH3:19])[C:7](=[O:8])[CH:6]=[C:5]([C:9]2[CH:14]=[CH:13][C:12]([S:15]([CH3:18])(=[O:17])=[O:16])=[CH:11][CH:10]=2)[O:4]1)[CH3:2].FC(F)(F)C(O[I:25](C1C=CC=CC=1)OC(=O)C(F)(F)F)=O.II>C(Cl)(Cl)(Cl)Cl.C(Cl)(Cl)Cl>[CH2:1]([C:3]1([CH3:19])[C:7](=[O:8])[C:6]([I:25])=[C:5]([C:9]2[CH:14]=[CH:13][C:12]([S:15]([CH3:18])(=[O:17])=[O:16])=[CH:11][CH:10]=2)[O:4]1)[CH3:2]. Reported procedure: To 8.88 g of 2-ethyl-2-methyl-5-{4-(methylsulfonyl)phenyl}-3(2H)-furanone in 50 ml carbon tetrachloride and 50 ml chloroform, were added [bis(trifluoroacetoxy)iodo]benzene (6.82 g) and iodine (4 g). The reaction solution was stirred at room temperature for 4 hours. Then the reaction was quenched by adding saturated aqueous sodium thiosulfate until the characteristic color of iodine disappeared. The solution was extracted with 50 ml water and dichloromethane (100 ml×3). The organic layer was conc... Starting materials: CC(C)C(CS(=O)(=O)N1CCN(c2ncc(-c3ccc(C#N)cc3)cn2)CC1)C(=O)O, CC(C)C(CS(=O)(=O)N1CCN(c2ncc(-c3ccc(F)cc3)cn2)CC1)C(=O)NO. The product is CC(C)C(CS(=O)(=O)N1CCN(c2ncc(-c3ccc(C#N)cc3)cn2)CC1)C(=O)NO. RXN SMILES: [C:32](#[N:33])[c:34]1[cH:35][cH:36][c:37](-[c:38]2[cH:39][n:40][c:41]([N:42]3[CH2:43][CH2:44][N:45]([S:46]([CH2:47][CH:48]([CH:49]([CH3:50])[CH3:51])[C:52]([OH:53])=[O:54])(=[O:55])=[O:56])[CH2:57][CH2:58]3)[n:59][cH:60]2)[cH:61][cH:62]1.[F:1][c:2]1[cH:3][cH:4][c:5](-[c:8]2[cH:9][n:10][c:11]([N:14]3[CH2:15][CH2:16][N:17]([S:20](=[O:21])(=[O:22])[CH2:23][CH:24]([C:25](=[O:26])[NH:27][OH:28])[CH:29]([CH3:30])[CH3:31])[CH2:18][CH2:19]3)[n:12][cH:13]2)[cH:6][cH:7]1>>[c:2]1([C:32]#[N:33])[cH:3][cH:4][c:5](-[c:8]2[cH:9][n:10][c:11]([N:14]3[CH2:15][CH2:16][N:17]([S:20](=[O:21])(=[O:22])[CH2:23][CH:24]([C:25](=[O:26])[NH:27][OH:28])[CH:29]([CH3:30])[CH3:31])[CH2:18][CH2:19]3)[n:12][cH:13]2)[cH:6][cH:7]1.